From a dataset of the Open Reaction Database (ORD), a public repository of structured organic reaction records. describe an organic reaction: reactants, conditions, products, and yield Reactants: OC=1C2=C(SC1C(=O)OC)C=CC(=C2)OC (methyl 3-hydroxy-5-methoxybenzo[b]thiophene-2-carboxylate), CC(C)([O-])C.[K+] (potassium t-butoxide), Cl (HCl), BrCC#N (bromoacetonitrile). Solvent: CS(=O)C (DMSO), C(C)(=O)OCC (ethyl acetate). Run at time 1.5 hour. The product is COC(=O)C1=C(C2=C(S1)C=CC(=C2)OC)OCC#N (3-Cyanomethoxy-5-methoxy-benzo[b]thiophene-2-carboxylic acid methyl ester). RXN SMILES: [OH:1][C:2]1[C:3]2[CH:14]=[C:13]([O:15][CH3:16])[CH:12]=[CH:11][C:4]=2[S:5][C:6]=1[C:7]([O:9][CH3:10])=[O:8].CC(C)([O-])C.[K+].Br[CH2:24][C:25]#[N:26].Cl>CS(C)=O.C(OCC)(=O)C>[CH3:10][O:9][C:7]([C:6]1[S:5][C:4]2[CH:11]=[CH:12][C:13]([O:15][CH3:16])=[CH:14][C:3]=2[C:2]=1[O:1][CH2:24][C:25]#[N:26])=[O:8] |f:1.2|. Procedure: To a room temperature solution of methyl 3-hydroxy-5-methoxybenzo[b]thiophene-2-carboxylate (1.00 g, 4.2 mmol) [Connor, et al., J. Med. Chem. 35:959 (1992)] in 20 mL of DMSO is added potassium t-butoxide (494 mg, 4.41 mmol) followed by bromoacetonitrile (878 μL, 12.58 mmol). The mixture is stirred at room temperature for 1.5 hours, then poured into ethyl acetate and 1N HCl. The organic layer is washed with 1N HCl, followed by several portions of brine, and dried over MgSO4. Filtration followed b...